This data is from the Open Reaction Database (ORD), a public repository of structured organic reaction records. The task is: describe an organic reaction: reactants, conditions, products, and yield Reactants: CCOC=C(C#N)C(=O)OCC, CNC=Nc1ccc(C)cc1C. The product is CCOC(=O)C(C#N)=CN(C)C=Nc1ccc(C)cc1C. RXN SMILES: [CH2:13]([CH3:14])[O:15][C:16]([C:17]([C:18]#[N:19])=[CH:20][O:21][CH2:22][CH3:23])=[O:24].[CH3:1][NH:2][CH:3]=[N:4][c:5]1[c:6]([CH3:12])[cH:7][c:8]([CH3:11])[cH:9][cH:10]1>>[CH3:1][N:2]([CH:3]=[N:4][c:5]1[c:6]([CH3:12])[cH:7][c:8]([CH3:11])[cH:9][cH:10]1)[CH:20]=[C:17]([C:16]([O:15][CH2:13][CH3:14])=[O:24])[C:18]#[N:19]. Reactants: O=C(Cl)C1CC1, CCN(C(C)C)C(C)C, ClCCl, Cl, Cn1ncc2c1Nc1cc(Cl)ccc1N(C(=O)c1ccc(CN)c(F)c1)C2. The product is Cn1ncc2c1Nc1cc(Cl)ccc1N(C(=O)c1ccc(CNC(=O)C3CC3)c(F)c1)C2. Reaction SMILES: [CH:1]1([C:4](=[O:5])[Cl:6])[CH2:2][CH2:3]1.[CH:35]([N:36]([CH2:37][CH3:38])[CH:39]([CH3:40])[CH3:41])([CH3:42])[CH3:43].[Cl:44][CH2:45][Cl:46].[ClH:7].[NH2:8][CH2:9][c:10]1[c:11]([F:34])[cH:12][c:13]([C:16](=[O:17])[N:18]2[c:19]3[c:20]([cH:29][c:30]([Cl:33])[cH:31][cH:32]3)[NH:21][c:22]3[n:23]([CH3:28])[n:24][cH:25][c:26]3[CH2:27]2)[cH:14][cH:15]1>>[CH:1]1([C:4](=[O:5])[NH:8][CH2:9][c:10]2[c:11]([F:34])[cH:12][c:13]([C:16](=[O:17])[N:18]3[c:19]4[c:20]([cH:29][c:30]([Cl:33])[cH:31][cH:32]4)[NH:21][c:22]4[n:23]([CH3:28])[n:24][cH:25][c:26]4[CH2:27]3)[cH:14][cH:15]2)[CH2:2][CH2:3]1. Reactants: OS(=O)(=O)O (H2SO4), C(C)(=O)OC(C)=O (acetic anhydride), C1C2CC3CC1CC(C2)OC3=O (4-Oxahomoadamantan-5-one), S(O)(O)(=O)=O (sulfuric acid). Run in C1CCCCC1 (cyclohexane). Reaction conditions: time 6 hour. The product is C(C)(=O)OC1C2C(C3CC(CC1C3)C2)=O (4-Acetoxyadamantanone). RXN SMILES: [C:1]([O:4][C:5](=[O:7])[CH3:6])(=O)[CH3:2].S(=O)(=O)(O)O.[CH2:13]1[CH:18]2CC3[O:22][C:23](=O)[CH:16]([CH2:17]2)[CH2:15][CH:14]1[CH2:21]3>C1CCCCC1>[C:5]([O:4][CH:1]1[CH:18]2[CH2:17][CH:16]3[CH2:15][CH:14]([CH2:21][CH:2]1[C:23]3=[O:22])[CH2:13]2)(=[O:7])[CH3:6]. Reported procedure: A mixture containing 4-Oxahomoadamantane-5-one (12.5 grams, 75.3 mmol), 40 mL acetic anhydride, and 100 mL cyclohexane was charged to a 250-mL round-bottom flask and heated to reflux with a heating mantle. Concentrated sulfuric acid (0.52 grams, 5.4 mmol) was added dropwise from the top of the condenser with magnetic stirring. After 40 hours of reflux, about 5% of the 4-Oxahomoadamantan-5-one was converted to the products. More concentrated H2SO4 was added (15.8 grams, 158 mmol) in the same fash... The reactants are ClC1=NC(=C2C(=N1)N(N=C2)C)NC2CCOCC2 ((6-Chloro-1-methyl-1H-pyrazolo[3,4-d]pyrimidin-4-yl)-(tetrahydro-pyran-4-yl)-amine), N1N=C(C2=CC=CC=C12)B1OC(C)(C)C(C)(C)O1 (indazole boronic acid pinacol ester). The product is N1N=CC2=C(C=CC=C12)C1=NC(=C2C(=N1)N(N=C2)C)NC2CCOCC2 (6-(1H-indazol-4-yl)-1-methyl-N-(tetrahydro-2H-pyran-4-yl)-1H-pyrazolo[3,4-d]pyrimidin-4-amine). Reaction SMILES: Cl[C:2]1[N:7]=[C:6]2[N:8]([CH3:11])[N:9]=[CH:10][C:5]2=[C:4]([NH:12][CH:13]2[CH2:18][CH2:17][O:16][CH2:15][CH2:14]2)[N:3]=1.[NH:19]1[C:27]2[C:22](=[CH:23][CH:24]=[CH:25][CH:26]=2)[C:21](B2OC(C)(C)C(C)(C)O2)=[N:20]1>>[NH:19]1[C:27]2[C:22](=[C:23]([C:2]3[N:7]=[C:6]4[N:8]([CH3:11])[N:9]=[CH:10][C:5]4=[C:4]([NH:12][CH:13]4[CH2:18][CH2:17][O:16][CH2:15][CH2:14]4)[N:3]=3)[CH:24]=[CH:25][CH:26]=2)[CH:21]=[N:20]1. Procedure details: (6-Chloro-1-methyl-1H-pyrazolo[3,4-d]pyrimidin-4-yl)-(tetrahydro-pyran-4-yl)-amine was reacted with indazole boronic acid pinacol ester in General Procedure A. Purification on silica yielded 154. NMR (CDCl3) 1.70-1.80 (m, 2H, CH2), 2.24-2.27 (m, 2H, CH2), 3.67-3.73 (m, 2H, CH2), 4.11-4.14 (m, 2H, CH2), 4.18 (s, 3H, CH3), 4.55 (m, H, CH), 5.32 (sbr, H, NH), 7.55 (t, H, ArH, J=7.76 Hz), 7.63 (d, H, ArH, J=8.27 Hz), 7.92 (s, H, ArH), 8.40 (d, H, ArH, J=7.23 Hz), 9.16 (s, H, ArH), 10.22 (sbr, H, NH)... Starting materials: NC1=C(CCCC1)C#N (2-aminocyclohex-1-enecarbonitrile), [BH3-]C#N.[Na+] (NaCNBH3). Reagents/catalysts: C(C)(=O)O (acetic acid). Solvent: CO (methanol), C(C)(=O)OCC (ethyl acetate). Run at time 16 hour. The product is NC1C(CCCC1)C#N (2-Aminocyclohexanecarbonitrile). Isolated yield 78.6%. As a reaction SMILES: [NH2:1][C:2]1[CH2:7][CH2:6][CH2:5][CH2:4][C:3]=1[C:8]#[N:9].[BH3-]C#N.[Na+]>CO.C(O)(=O)C.C(OCC)(=O)C>[NH2:1][CH:2]1[CH2:7][CH2:6][CH2:5][CH2:4][CH:3]1[C:8]#[N:9] |f:1.2|. Procedure: To a cold solution of 2-aminocyclohex-1-enecarbonitrile (I-7a: 50 mg, 0.41 mmol) in methanol (3 mL) was added NaCNBH3 (103 mg, 1.64 mmol) and acetic acid (5 drops) at 0° C. The resulting mixture was stirred at room temperature for 16h. The reaction mixture was diluted with ethyl acetate and the organic layer was washed with saturated NaHCO3, brine, dried over anhydrous Na2SO4 and concentrated to afford 40 mg (78%) of diastereomeric mixture of 2-aminocyclohexanecarbonitrile (I-7b) as a gum. Starting materials: CC1(CC(C(CCC1)C)C(=O)Cl)C (3,3,7-Trimethylcycloheptanecarbonyl chloride), NC(CO)(C)C (2-amino-2,2-dimethylethanol). Run in C(Cl)Cl (methylene dichloride), C(Cl)Cl (methylene dichloride). Product: CC1(CC(C(CCC1)C)C(=O)N)C (3,3,7-trimethylcycloheptanecarboxamide). Reaction SMILES: [CH3:1][C:2]1([CH3:13])[CH2:8][CH2:7][CH2:6][CH:5]([CH3:9])[CH:4]([C:10](Cl)=[O:11])[CH2:3]1.[NH2:14]C(C)(C)CO>C(Cl)Cl>[CH3:1][C:2]1([CH3:13])[CH2:8][CH2:7][CH2:6][CH:5]([CH3:9])[CH:4]([C:10]([NH2:14])=[O:11])[CH2:3]1. Procedure: 3,3,7-Trimethylcycloheptanecarbonyl chloride, prepared from the product of Part A by the method of Example 26 Part B, (0.5 g. 0.0025 mole) in 10 ml methylene dichloride was added to a stirred solution of 2-amino-2,2-dimethylethanol (0.5 g) in 50 ml methylene dichloride. After 3 hours the solution was washed with 2 N HCl, then with NaHCO3 solution and then dried (MgSO4). Removal of the solvent left an oil which was distilled to yield N-1',1'-dimethyl-2'-hydroxyethyl)-3,3,7-trimethylcycloheptaneca... Run in O (water). Conditions: time 2.5 hour. Isolated yield 78.9%. As a reaction SMILES: [C:1]([N:8]([CH3:14])[CH2:9][CH:10]([OH:13])CO)([O:3][C:4]([CH3:7])([CH3:6])[CH3:5])=[O:2]>O>[C:1]([N:8]([CH3:14])[CH2:9][CH:10]=[O:13])([O:3][C:4]([CH3:5])([CH3:6])[CH3:7])=[O:2]. The reactants are C(=O)(OC(C)(C)C)N(CC(CO)O)C (N-Boc-N-methyl-1-amino-2,3-propandiol), KIO4. Product: C(=O)(OC(C)(C)C)N(CC=O)C (N-Boc-N-methyl-2-amino-acetaldehyde). Procedure details: To a solution of N-Boc-N-methyl-1-amino-2,3-propandiol (20g, 0.097 mol) in water (100 ml) was added KIO4 (24.68g, 0.108 mol). The reaction mixture was stirred for 2.5 hr under an atmosphere of nitrogen and then filtered. The filtrate was extracted with chloroform (5×50 ml). The resulting chloroform extracts are dried over MgSO4, filtered, and evaporated to dryness. The title compound 13.26g (79%) was isolated as a clear oil (bp 76-80° C. at 0.5 mm Hg). The reactants are O (Water), OO (H2O2), [O-]S(=O)(=S)[O-].[Na+].[Na+] (Na2S2O3), CC1(OC1)CC1(CCN(C(O1)=O)C(C)(C)C=1N=NN(C1)C1=CC=CC=C1)C1=CC=CC=C1 (6-((2-methyloxiran-2-yl)methyl)-6-phenyl-3-(2-(1-phenyl-1H-1,2,3-triazol-4-yl)propan-2-yl)-1,3-oxazinan-2-one), ice, LiEt3BH. Run in C1CCOC1 (THF), C1CCOC1 (THF). Conditions: time 0.5 hour. The product is OC(CC1(CCN(C(O1)=O)C(C)(C)C=1N=NN(C1)C1=CC=CC=C1)C1=CC=CC=C1)(C)C (6-(2-hydroxy-2-methylpropyl)-6-phenyl-3-(2-(1-phenyl-1H-1,2,3-triazol-4-yl)propan-2-yl)-1,3-oxazinan-2-one). The yield is 32.0%. RXN SMILES: [CH3:1][C:2]1([CH2:5][C:6]2([C:27]3[CH:32]=[CH:31][CH:30]=[CH:29][CH:28]=3)[O:11][C:10](=[O:12])[N:9]([C:13]([C:16]3[N:17]=[N:18][N:19]([C:21]4[CH:26]=[CH:25][CH:24]=[CH:23][CH:22]=4)[CH:20]=3)([CH3:15])[CH3:14])[CH2:8][CH2:7]2)[CH2:4][O:3]1.O.OO.[O-]S([O-])(=S)=O.[Na+].[Na+]>C1COCC1>[OH:3][C:2]([CH3:4])([CH3:1])[CH2:5][C:6]1([C:27]2[CH:32]=[CH:31][CH:30]=[CH:29][CH:28]=2)[O:11][C:10](=[O:12])[N:9]([C:13]([C:16]2[N:17]=[N:18][N:19]([C:21]3[CH:22]=[CH:23][CH:24]=[CH:25][CH:26]=3)[CH:20]=2)([CH3:15])[CH3:14])[CH2:8][CH2:7]1 |f:3.4.5|. Procedure: A stirred solution of crude 6-((2-methyloxiran-2-yl)methyl)-6-phenyl-3-(2-(1-phenyl-1H-1,2,3-triazol-4-yl)propan-2-yl)-1,3-oxazinan-2-one (8.4 mg, 0.018 mmol) in dry THF (1 mL) was cooled in an ice bath and 1 M LiEt3BH in THF (0.1 mL, 0.1 mmol) was added. The mixture was stirred for 45 min in the ice bath. Water (1 mL) and 30% H2O2 (0.2 mL) were added. The mixture was stirred for 0.5 h and solid Na2S2O3 (˜200 mg) was added. The mixture was stirred for 0.5 h and applied to a 10-mL ChemElut cartri...